describe an organic reaction: reactants, conditions, products, and yield From a dataset of the Open Reaction Database (ORD), a public repository of structured organic reaction records. The reactants are O (water), ClC1=NC(=NC2=CC=C(C=C12)OC)C=1C=NC=CC1 (4-chloro-6-methoxy-2-(pyridin-3-yl)quinazoline), FC=1C=C2C3(C(NC2=CC1)=O)OCCO3 (5′-fluorospiro[[1,3]-dioxolane-2,3′-indolin]-2′-one), [OH-].[K+] (KOH). Solvent: CS(=O)C (DMSO). Run at time 15 hour. Yields the product FC=1C=CC(=C(C1)C1(OCCO1)C(=O)O)NC1=NC(=NC2=CC=C(C=C12)OC)C=1C=NC=CC1 (2-(5-fluoro-2-(6-methoxy-2-(pyridin-3-yl)quinazolin-4-ylamino)phenyl)-1,3-dioxolane-2-carboxylic acid). Isolated yield 31.5%. RXN SMILES: Cl[C:2]1[C:11]2[C:6](=[CH:7][CH:8]=[C:9]([O:12][CH3:13])[CH:10]=2)[N:5]=[C:4]([C:14]2[CH:15]=[N:16][CH:17]=[CH:18][CH:19]=2)[N:3]=1.[F:20][C:21]1[CH:22]=[C:23]2[C:27](=[CH:28][CH:29]=1)[NH:26][C:25](=[O:30])[C:24]12[O:34][CH2:33][CH2:32][O:31]1.[OH-:35].[K+].O>CS(C)=O>[F:20][C:21]1[CH:29]=[CH:28][C:27]([NH:26][C:2]2[C:11]3[C:6](=[CH:7][CH:8]=[C:9]([O:12][CH3:13])[CH:10]=3)[N:5]=[C:4]([C:14]3[CH:15]=[N:16][CH:17]=[CH:18][CH:19]=3)[N:3]=2)=[C:23]([C:24]2([C:25]([OH:35])=[O:30])[O:34][CH2:33][CH2:32][O:31]2)[CH:22]=1 |f:2.3|. Reported procedure: To a mixture of 4-chloro-6-methoxy-2-(pyridin-3-yl)quinazoline (0.50 g, 1.84 mmol) and 5′-fluorospiro[[1,3]-dioxolane-2,3′-indolin]-2′-one (0.42 g, 2.02 mmol) in dry DMSO (4 mL) was added KOH powder (0.11 g, 2.02 mmol). The reaction mixture was stirred for 15 h at room temperature and then the reaction mixture was poured into water. The aqueous layer was washed with ethyl acetate 20 mL) and the resulting aqueous layer was acidified with 5N HCl to give a precipitate. The solid was filtered to giv... Reactants: FC(F)(F)c1nnc2ccc(N3CCNCC3)nn12, O=Cc1ccsc1. The product is FC(F)(F)c1nnc2ccc(N3CCN(Cc4ccsc4)CC3)nn12. As a reaction SMILES: [N:1]1([c:7]2[cH:8][cH:9][c:10]3[n:11]([n:12]2)[c:13]([C:16]([F:17])([F:18])[F:19])[n:14][n:15]3)[CH2:2][CH2:3][NH:4][CH2:5][CH2:6]1.[s:20]1[cH:21][c:22]([CH:25]=[O:26])[cH:23][cH:24]1>>[N:1]1([c:7]2[cH:8][cH:9][c:10]3[n:11]([n:12]2)[c:13]([C:16]([F:17])([F:18])[F:19])[n:14][n:15]3)[CH2:2][CH2:3][N:4]([CH2:25][c:22]2[cH:21][s:20][cH:24][cH:23]2)[CH2:5][CH2:6]1.